describe an organic reaction: reactants, conditions, products, and yield From a dataset of the Open Reaction Database (ORD), a public repository of structured organic reaction records. Reactants: CC1=CC=C(C=C)C=C1 (4-methylstyrene). The reagents and catalysts are Cl[Ru]([P](C1CCCCC1)(C2CCCCC2)C3CCCCC3)(=CC4=CC=CC=C4)(Cl)=C5N(C6=C(C)C=C(C)C=C6C)CCN5C7=C(C)C=C(C)C=C7C (Grubbs' second generation). The product is CC1=CC=C(C=C1)\C=C\C1=CC=C(C=C1)C ((E)-4,4′-Dimethylstilbene). The yield is 76.0%. As a reaction SMILES: [CH3:1][C:2]1[CH:9]=[CH:8][C:5]([CH:6]=[CH2:7])=[CH:4][CH:3]=1>Cl[Ru](=C1N(C2C(C)=CC(C)=CC=2C)CCN1C1C(C)=CC(C)=CC=1C)(Cl)(=CC1C=CC=CC=1)[P](C1CCCCC1)(C1CCCCC1)C1CCCCC1>[CH3:1][C:2]1[CH:9]=[CH:8][C:5](/[CH:6]=[CH:7]/[C:5]2[CH:8]=[CH:9][C:2]([CH3:1])=[CH:3][CH:4]=2)=[CH:4][CH:3]=1 |^1:42|. Procedure details: Reaction of 4-methylstyrene with Grubbs' second generation catalyst for 8.5 hours gave the title compound in 76% yield. The 1H and 13C NMR spectra agreed with those reported in the literature. 1H NMR (CDCl3): 2.34 (s, 6H), 7.03 (s, 2H), 7.14 (d, 4H, J=7.8 Hz), 7.39 (d, 4H, J=7.8 H13C NMR (CDCl3): 21.22, 126.29, 127.62, 129.34, 134.72, 137.23. The reactants are B, CC(=O)C1=CCC2C3=CC=C4CC(O[Si](C)(C)C(C)(C)C)CC(O[Si](C)(C)C(C)(C)C)C4(C)C3CCC12C, CSC, CO, Cc1ccccc1. Yields the product CC(O)C1=CCC2C3=CC=C4CC(O[Si](C)(C)C(C)(C)C)CC(O[Si](C)(C)C(C)(C)C)C4(C)C3CCC12C. As a reaction SMILES: [BH3:42].[C:1]([CH3:2])([CH3:3])([CH3:4])[Si:5]([O:6][CH:7]1[CH2:8][CH:9]([O:29][Si:30]([CH3:31])([CH3:32])[C:33]([CH3:34])([CH3:35])[CH3:36])[CH2:10][C:11]2=[CH:12][CH:13]=[C:14]3[CH:15]4[CH2:16][CH:17]=[C:18]([C:19]([CH3:20])=[O:21])[C:22]4([CH3:28])[CH2:23][CH2:24][CH:25]3[C:26]12[CH3:27])([CH3:37])[CH3:38].[CH3:39][S:40][CH3:41].[CH3:43][OH:44].[CH3:45][c:46]1[cH:47][cH:48][cH:49][cH:50][cH:51]1>>[C:1]([CH3:2])([CH3:3])([CH3:4])[Si:5]([O:6][CH:7]1[CH2:8][CH:9]([O:29][Si:30]([CH3:31])([CH3:32])[C:33]([CH3:34])([CH3:35])[CH3:36])[CH2:10][C:11]2=[CH:12][CH:13]=[C:14]3[CH:15]4[CH2:16][CH:17]=[C:18]([CH:19]([CH3:20])[OH:21])[C:22]4([CH3:28])[CH2:23][CH2:24][CH:25]3[C:26]12[CH3:27])([CH3:37])[CH3:38]. The reactants are BrC1=C(N)C=CC(=C1)C (2-bromo-4-methylaniline), ClC=1C=C(C=CC1F)B(O)O (3-chloro-4-fluorobenzene boronic acid). Product: ClC=1C=C(C=CC1F)C1=C(N)C=CC(=C1)C (2-(3-chloro-4-fluorophenyl)-4-methylaniline). Reaction SMILES: Br[C:2]1[CH:8]=[C:7]([CH3:9])[CH:6]=[CH:5][C:3]=1[NH2:4].[Cl:10][C:11]1[CH:12]=[C:13](B(O)O)[CH:14]=[CH:15][C:16]=1[F:17]>>[Cl:10][C:11]1[CH:12]=[C:13]([C:2]2[CH:8]=[C:7]([CH3:9])[CH:6]=[CH:5][C:3]=2[NH2:4])[CH:14]=[CH:15][C:16]=1[F:17]. Procedure: 2-bromo-4-methylaniline and 3-chloro-4-fluorobenzene boronic acid were combined to form 2-(3-chloro-4-fluorophenyl)-4-methylaniline,